From a dataset of the Open Reaction Database (ORD), a public repository of structured organic reaction records. describe an organic reaction: reactants, conditions, products, and yield The reactants are CCO, Cl, CCOC(=O)c1cnn(Cc2nc(-c3cccc([N+](=O)[O-])c3)cs2)c1, [Na+], C1CCOC1, [OH-]. Product: O=C(O)c1cnn(Cc2nc(-c3cccc([N+](=O)[O-])c3)cs2)c1. As a reaction SMILES: [CH2:29]([OH:30])[CH3:31].[ClH:28].[N+:1](=[O:2])([O-:3])[c:4]1[cH:5][c:6](-[c:10]2[n:11][c:12]([CH2:15][n:16]3[n:17][cH:18][c:19]([C:21](=[O:22])[O:23][CH2:24][CH3:25])[cH:20]3)[s:13][cH:14]2)[cH:7][cH:8][cH:9]1.[Na+:27].[O:32]1[CH2:33][CH2:34][CH2:35][CH2:36]1.[OH-:26]>>[N+:1](=[O:2])([O-:3])[c:4]1[cH:5][c:6](-[c:10]2[n:11][c:12]([CH2:15][n:16]3[n:17][cH:18][c:19]([C:21](=[O:22])[OH:23])[cH:20]3)[s:13][cH:14]2)[cH:7][cH:8][cH:9]1. RXN SMILES: [CH3:21][N:22]1[CH2:23][CH2:24][CH2:25][C:26]1=[O:27].[H-:1].[NH2:11][c:12]1[c:13]([Cl:20])[cH:14][c:15]([C:16]#[N:17])[cH:18][cH:19]1.[Na+:2].[OH:3][CH2:4][c:5]1[cH:6][cH:7][cH:8][cH:9][cH:10]1>>[O:3]([CH2:4][c:5]1[cH:6][cH:7][cH:8][cH:9][cH:10]1)[c:13]1[c:12]([NH2:11])[cH:19][cH:18][c:15]([C:16]#[N:17])[cH:14]1. Product: N#Cc1ccc(N)c(OCc2ccccc2)c1. Reactants: CN1CCCC1=O, [H-], N#Cc1ccc(N)c(Cl)c1, [Na+], OCc1ccccc1. Starting materials: C#CC1CCC(COS(=O)(=O)c2ccc(C)cc2)O1, [Cl-], Oc1ccc(F)cc1, [H-], [NH4+], [Na+], CN(C)C=O. The product is C#CC1CCC(COc2ccc(F)cc2)O1. Reaction SMILES: [C:3](#[CH:4])[CH:5]1[CH2:6][CH2:7][CH:8]([CH2:10][O:11][S:12]([c:13]2[cH:14][cH:15][c:16]([CH3:17])[cH:18][cH:19]2)(=[O:20])=[O:21])[O:9]1.[Cl-:30].[F:22][c:23]1[cH:24][cH:25][c:26]([OH:29])[cH:27][cH:28]1.[H-:2].[NH4+:31].[Na+:1].[O:32]=[CH:33][N:34]([CH3:35])[CH3:36]>>[C:3](#[CH:4])[CH:5]1[CH2:6][CH2:7][CH:8]([CH2:10][O:11][c:26]2[cH:25][cH:24][c:23]([F:22])[cH:28][cH:27]2)[O:9]1. Starting materials: BrC1=CC=2C(CCC(C2C=C1)(C)C)(C)C (2-bromo-5,6,7,8-tetrahydro-5,5,8,8-tetramethylnaphthalene), C[Si](C)(C)C#C (trimethylsilylacetylene). Yields the product CC1(C=2C=CC=C(C2C(CC1)(C)C)C#C[Si](C)(C)C)C (5,6,7,8-tetrahydro-5,5,8,8--tetramethyl-2-trimethysilylethynylnaphthalene). The yield is 66.1%. RXN SMILES: Br[C:2]1[CH:11]=[CH:10][C:9]2[C:8]([CH3:13])([CH3:12])[CH2:7][CH2:6][C:5]([CH3:15])([CH3:14])[C:4]=2[CH:3]=1.[CH3:16][Si:17]([C:20]#[CH:21])([CH3:19])[CH3:18]>>[CH3:14][C:5]1([CH3:15])[CH2:6][CH2:7][C:8]([CH3:13])([CH3:12])[C:9]2[C:10]([C:21]#[C:20][Si:17]([CH3:19])([CH3:18])[CH3:16])=[CH:11][CH:2]=[CH:3][C:4]1=2. Procedure details: Following the basic procedure of Example 1(a), by reacting 26.7 g (0.1 mol) of 2-bromo-5,6,7,8-tetrahydro-5,5,8,8-tetramethylnaphthalene with 20 g (0.204 mol) of trimethylsilylacetylene, 18.8 g (66%) of the expected compound were obtained in the form of a colorless oil. Starting materials: C=C[C@H]1CN2CC[C@H]1C[C@@H]2[C@H](C3=CC=NC4=CC=CC=C34)O ((+)-cinchonine), solution, O1CCCC1 (tetrahydrofuran), CNC(=O)C1=CC2=CC=C(C=C2C=C1)C(=O)C=1N=CN(C1)C(C1=CC=CC=C1)(C1=CC=CC=C1)C1=CC=CC=C1 (N-methyl-6-[(1-trityl-1H-imidazol-4-yl)carbonyl]-2-naphthamide), C1CCOC1 (THF), solution, O1CCCC1 (tetrahydrofuran), N1=CC=CC=C1 (pyridine), Cl (hydrochloric acid). The solvent is C(C)(=O)OCC (ethyl acetate). Reaction conditions: time 20 minute. The product is O[C@](CC(=O)OC)(C=1N=CN(C1)C(C1=CC=CC=C1)(C1=CC=CC=C1)C1=CC=CC=C1)C1=CC2=CC=C(C=C2C=C1)C(=O)NC (methyl (3S)-3-hydroxy-3-{6-[(methylamino)carbonyl]-2-naphthyl}-3-(1-trityl-1H-imidazol-4-yl)propanoate). Isolated yield 92.0%. As a reaction SMILES: C=C[C@@H]1[C@@H]2C[C@H]([C@@H]([OH:22])C3C4C(=CC=CC=4)N=CC=3)N(CC2)C1.N1C=CC=CC=1.[CH3:29][NH:30][C:31]([C:33]1[CH:42]=[CH:41][C:40]2[C:35](=[CH:36][CH:37]=[C:38]([C:43]([C:45]3[N:46]=[CH:47][N:48]([C:50]([C:63]4[CH:68]=[CH:67][CH:66]=[CH:65][CH:64]=4)([C:57]4[CH:62]=[CH:61][CH:60]=[CH:59][CH:58]=4)[C:51]4[CH:56]=[CH:55][CH:54]=[CH:53][CH:52]=4)[CH:49]=3)=[O:44])[CH:39]=2)[CH:34]=1)=[O:32].Cl.[O:70]1[CH2:74]C[CH2:72][CH2:71]1>C(OCC)(=O)C>[OH:44][C@@:43]([C:38]1[CH:37]=[CH:36][C:35]2[C:40](=[CH:41][CH:42]=[C:33]([C:31]([NH:30][CH3:29])=[O:32])[CH:34]=2)[CH:39]=1)([C:45]1[N:46]=[CH:47][N:48]([C:50]([C:51]2[CH:56]=[CH:55][CH:54]=[CH:53][CH:52]=2)([C:57]2[CH:58]=[CH:59][CH:60]=[CH:61][CH:62]=2)[C:63]2[CH:68]=[CH:67][CH:66]=[CH:65][CH:64]=2)[CH:49]=1)[CH2:72][C:71]([O:70][CH3:74])=[O:22]. Procedure details: Under argon atmosphere, 0.49 g (1.66 mmol, 1.25 equivalents) of (+)-cinchonine was added to 10 mL (5.4 mmol) of the solution of methyl bromozincacetate in tetrahydrofuran obtained in Example 55 at 5˜8° C. 0.43 mL (5.32 mmol, 4 equivalents) of pyridine was added dropwise at 6˜8° C. The mixture was stirred at 4˜6° C. for 20 minutes. A solution of 0.69 g (1.32 mmol) of N-methyl-6-[(1-trityl-1H-imidazol-4-yl)carbonyl]-2-naphthamide in 6.9 mL of THF was added dropwise at −35˜−40° C. The mixture was s... Reactants: ClC1=CC=C(C=C1)C1C2=C(C(NC1)=O)SC(=C2)N2CCOCC2 (4-(4-chlorophenyl)-2-(morpholin-4-yl)-5,6-dihydrothieno[2,3-c]pyridin-7(4H)-one), CN(C)C=O (DMF), BrN1C(CCC1=O)=O (N-bromosuccinimide). Run at time 2 hour. Product: BrC1=C(SC=2C(NCC(C21)C2=CC=C(C=C2)Cl)=O)N2CCOCC2 (3-bromo-4-(4-chlorophenyl)-2-(morpholin-4-yl)-5,6-dihydrothieno[2,3-c]pyridin-7(4H)-one). Reaction SMILES: [Cl:1][C:2]1[CH:7]=[CH:6][C:5]([CH:8]2[CH2:13][NH:12][C:11](=[O:14])[C:10]3[S:15][C:16]([N:18]4[CH2:23][CH2:22][O:21][CH2:20][CH2:19]4)=[CH:17][C:9]2=3)=[CH:4][CH:3]=1.CN(C=O)C.[Br:29]N1C(=O)CCC1=O>>[Br:29][C:17]1[C:9]2[CH:8]([C:5]3[CH:6]=[CH:7][C:2]([Cl:1])=[CH:3][CH:4]=3)[CH2:13][NH:12][C:11](=[O:14])[C:10]=2[S:15][C:16]=1[N:18]1[CH2:23][CH2:22][O:21][CH2:20][CH2:19]1. Reported procedure: To a solution of 4-(4-chlorophenyl)-2-(morpholin-4-yl)-5,6-dihydrothieno[2,3-c]pyridin-7(4H)-one (0.478 g, 1.37 mmol, single enantiomer of unknown absolute configuration) in DMF (8.9 mL, 110 mmol) was added N-bromosuccinimide (0.2561 g, 1.439 mmol), and the mixture was stirred at room temperature for 2 hours. Reaction was quenched via addition of 10% aqueous sodium thiosulfate solution (30 mL), and then diluted with EtOAc (100 mL) and water (10 mL) with sonication to encourage complete dissoluti... Reactants: C(C)OP(=O)(OCC)CCOCCOCCOC[C@H](C)NC(OC(C)(C)C)=O ((S)-tert-butyl (1-(2-(2-(2-(diethoxyphosphoryl)ethoxy)ethoxy)ethoxy)propan-2-yl)carbamate). Run in O1CCOCC1 (dioxane). The product is N[C@H](COCCOCCOCCP(OCC)(OCC)=O)C ((S)-diethyl (2-(2-(2-(2-aminopropoxy)ethoxy)ethoxy)ethyl)phosphonate). As a reaction SMILES: [CH2:1]([O:3][P:4]([CH2:9][CH2:10][O:11][CH2:12][CH2:13][O:14][CH2:15][CH2:16][O:17][CH2:18][C@@H:19]([NH:21]C(=O)OC(C)(C)C)[CH3:20])([O:6][CH2:7][CH3:8])=[O:5])[CH3:2]>O1CCOCC1>[NH2:21][C@@H:19]([CH3:20])[CH2:18][O:17][CH2:16][CH2:15][O:14][CH2:13][CH2:12][O:11][CH2:10][CH2:9][P:4](=[O:5])([O:3][CH2:1][CH3:2])[O:6][CH2:7][CH3:8]. Reported procedure: A solution of (S)-tert-butyl (1-(2-(2-(2-(diethoxyphosphoryl)ethoxy)ethoxy)ethoxy)propan-2-yl)carbamate (1 eq) in 4N HC1/dioxane (0.4 M) was stirred at 25° C. for 1 hour. The reaction mixture was concentrated en vaccuo to give the title product as a colorless viscous oil. The reactants are Intermediate 20, FC(C(=O)O)(F)F.C(CCC)OC=1NC(=C2N=C(N=C2N1)OC)N (2-(butyloxy)-8-(methyloxy)-1H-purin-6-amine trifluoroacetate), BrCCCBr (1,3-dibromopropane), N1CCCCCC1 (hexahydro-1H-azepine). Yields the product C(CCC)OC1=NC(=C2N=C(N(C2=N1)CCCN1CCCCCC1)OC)N (2-(Butyloxy)-9-[3-(hexahydro-1H-azepin-1-yl)propyl]-8-(methyloxy)-9H-purin-6-amine). RXN SMILES: FC(F)(F)C(O)=O.[CH2:8]([O:12][C:13]1[NH:14][C:15]([NH2:24])=[C:16]2[C:20]([N:21]=1)=[N:19][C:18]([O:22][CH3:23])=[N:17]2)[CH2:9][CH2:10][CH3:11].Br[CH2:26][CH2:27][CH2:28]Br.[NH:30]1[CH2:36][CH2:35][CH2:34][CH2:33][CH2:32][CH2:31]1>>[CH2:8]([O:12][C:13]1[N:21]=[C:20]2[C:16]([N:17]=[C:18]([O:22][CH3:23])[N:19]2[CH2:26][CH2:27][CH2:28][N:30]2[CH2:36][CH2:35][CH2:34][CH2:33][CH2:32][CH2:31]2)=[C:15]([NH2:24])[N:14]=1)[CH2:9][CH2:10][CH3:11] |f:0.1|. Reported procedure: Prepared similarly to Intermediate 20 from 2-(butyloxy)-8-(methyloxy)-1H-purin-6-amine trifluoroacetate, 1,3-dibromopropane and hexahydro-1H-azepine. Starting materials: C(C)(C)(C)C=1C=C(C=O)C=C(C1O)C(C)(C)C (3,5-di-tert-butyl-4-hydroxybenzaldehyde), C1CCOC1 (THF), C(C)(C)N(CC)C(C)C (diisopropylethylamine), [Cl-].C[Si](CCOC)(C)C (2-trimethylsilylethoxymethane chloride). Solvent: O (water). Yields the product C(C)(C)(C)C=1C=C(C=O)C=C(C1OCOCC[Si](C)(C)C)C(C)(C)C (3,5-Di-tert-butyl-4-(2-trimethylsilylethoxymethoxy)benzaldehyde). Reaction SMILES: [C:1]([C:5]1[CH:6]=[C:7]([CH:10]=[C:11]([C:14]([CH3:17])([CH3:16])[CH3:15])[C:12]=1[OH:13])[CH:8]=[O:9])([CH3:4])([CH3:3])[CH3:2].C1COCC1.C(N(C(C)C)CC)(C)C.[Cl-].[CH3:33][Si:34]([CH3:40])([CH3:39])[CH2:35][CH2:36][O:37][CH3:38]>O>[C:14]([C:11]1[CH:10]=[C:7]([CH:6]=[C:5]([C:1]([CH3:4])([CH3:3])[CH3:2])[C:12]=1[O:13][CH2:38][O:37][CH2:36][CH2:35][Si:34]([CH3:40])([CH3:39])[CH3:33])[CH:8]=[O:9])([CH3:17])([CH3:16])[CH3:15] |f:3.4|. Procedure details: 12.3 g (52 mmol) of 3,5-di-tert-butyl-4-hydroxybenzaldehyde and 100 ml of THF are introduced into a round-bottomed flask. 10 ml (58 mmol) of diisopropylethylamine and 10.3 ml (58 mmol) of 2-trimethylsilylethoxymethane chloride are added successively and the mixture is refluxed for three hours. The reaction medium is poured into water and extracted with ethyl ether, and the organic phase is separated out after settling has taken place, dried over magnesium sulphate and evaporated. The residue obt... Reactants: OCCCBr, O=C([O-])[O-], CC#N, FCCN1CCNCC1, [K+], [K+]. Product: OCCCN1CCN(CCF)CC1. Reaction SMILES: [Br:1][CH2:2][CH2:3][CH2:4][OH:5].[C:6](=[O:7])([O-:8])[O-:9].[CH3:21][C:22]#[N:23].[F:12][CH2:13][CH2:14][N:15]1[CH2:16][CH2:17][NH:18][CH2:19][CH2:20]1.[K+:10].[K+:11]>>[CH2:2]([CH2:3][CH2:4][OH:5])[N:18]1[CH2:17][CH2:16][N:15]([CH2:14][CH2:13][F:12])[CH2:20][CH2:19]1.